Dataset: the Open Reaction Database (ORD), a public repository of structured organic reaction records. Task: describe an organic reaction: reactants, conditions, products, and yield The reactants are NC=1C=C(OC2=CC(=NC=C2)C(=O)N)C=CC1 (4-(3-aminophenoxy)pyridine-2-carboxamide), [Si](C)(C)(C(C)(C)C)OCCNC(=O)C1=NC=CC=C1Cl (N-(2-{[tert-butyl(dimethyl)silyl]oxy}ethyl)chloropyridine-2-carboxamide), NC=1C=C(OC2=CC(=NC=C2)C(=O)N)C=CC1 (4-(3-aminophenoxy)pyridine-2-carboxamide), NC1=CC=C(C=C1)O (4-aminophenol). The product is NC1=CC=C(OC2=CC(=NC=C2)C(=O)NCCO[Si](C)(C)C(C)(C)C)C=C1 (4-(4-Aminophenoxy)-N-(2-{[tert-butyl(dimethyl)silyl]oxy}ethyl)pyridine-2-carboxamide). As a reaction SMILES: NC1C=C(C=CC=1)OC1C=CN=C(C(N)=O)C=1.[NH2:18][C:19]1[CH:24]=[CH:23][C:22]([OH:25])=[CH:21][CH:20]=1.[Si:26]([O:33][CH2:34][CH2:35][NH:36][C:37]([C:39]1[C:44](Cl)=[CH:43][CH:42]=[CH:41][N:40]=1)=[O:38])([C:29]([CH3:32])([CH3:31])[CH3:30])([CH3:28])[CH3:27]>>[NH2:18][C:19]1[CH:24]=[CH:23][C:22]([O:25][C:43]2[CH:42]=[CH:41][N:40]=[C:39]([C:37]([NH:36][CH2:35][CH2:34][O:33][Si:26]([C:29]([CH3:32])([CH3:31])[CH3:30])([CH3:27])[CH3:28])=[O:38])[CH:44]=2)=[CH:21][CH:20]=1. Reported procedure: 4-(4-Aminophenoxy)-N-(2-{[tert-butyl(dimethyl)silyl]oxy}ethyl)pyridine-2-carboxamide was prepared by a method analogous to that described for 4-(3-aminophenoxy) pyridine-2-carboxamide (Intermediate 2C), starting from 4-aminophenol and N-(2-{[tert-butyl(dimethyl)silyl]oxy}ethyl)chloropyridine-2-carboxamide MS ES: 388 (M+H)+, calcd 388, RT=3.60 min. The reactants are ClC1=C(C(=O)OC)C=C(C(=C1)OC)[N+](=O)[O-] (methyl 2-chloro-4-methoxy-5-nitrobenzoate), CNC(=O)C1=CC=C(C=C1)B(O)O (4-(methylcarbamoyl)phenylboronic acid), C([O-])([O-])=O.[Na+].[Na+] (sodium carbonate). Reagents/catalysts: Cl[Pd]([P](C1=CC=CC=C1)(C2=CC=CC=C2)C3=CC=CC=C3)([P](C4=CC=CC=C4)(C5=CC=CC=C5)C6=CC=CC=C6)Cl (dichlorobis(triphenylphosphine)palladium). Run in C1CCOC1 (THF), O (water). Conditions: temperature 40 celsius. The product is COC1=C(C=C(C(=C1)C1=CC=C(C=C1)C(NC)=O)C(=O)OC)[N+](=O)[O-] (Methyl 5-methoxy-4′-(methylcarbamoyl)-4-nitrobiphenyl-2-carboxylate). As a reaction SMILES: Cl[C:2]1[CH:11]=[C:10]([O:12][CH3:13])[C:9]([N+:14]([O-:16])=[O:15])=[CH:8][C:3]=1[C:4]([O:6][CH3:7])=[O:5].[CH3:17][NH:18][C:19]([C:21]1[CH:26]=[CH:25][C:24](B(O)O)=[CH:23][CH:22]=1)=[O:20].C(=O)([O-])[O-].[Na+].[Na+]>C1COCC1.O.Cl[Pd](Cl)([P](C1C=CC=CC=1)(C1C=CC=CC=1)C1C=CC=CC=1)[P](C1C=CC=CC=1)(C1C=CC=CC=1)C1C=CC=CC=1>[CH3:13][O:12][C:10]1[CH:11]=[C:2]([C:24]2[CH:25]=[CH:26][C:21]([C:19](=[O:20])[NH:18][CH3:17])=[CH:22][CH:23]=2)[C:3]([C:4]([O:6][CH3:7])=[O:5])=[CH:8][C:9]=1[N+:14]([O-:16])=[O:15] |f:2.3.4,^1:44,63|. Procedure: Under nitrogen, the mixture of methyl 2-chloro-4-methoxy-5-nitrobenzoate (292 mg, 1.19 mmol), 4-(methylcarbamoyl)phenylboronic acid (319 mg, 1.79 mmol), dichlorobis(triphenylphosphine)palladium (II) (41 mg, 0.06 mmol) and sodium carbonate (378 mg, 3.57 mmol) in THF (8 mL) and water (2 mL) is heated at 40° C. overnight. The reaction mixture is cooled to room temperature and then partitioned between EtOAc and brine. The organic extracts are dried (Na2SO4), concentrated in vacuo, and purified by si... The reactants are FC(S(=O)(=O)OS(=O)(=O)C(F)(F)F)(F)F (Trifluoromethanesulfonic anhydride), OC=1C=CC(=NC1C(=O)OC)C1=CC=C2CCCN(C2=C1)C(=O)OC(C)(C)C (tert-butyl 7-(5-hydroxy-6-(methoxycarbonyl)pyridin-2-yl)-3,4-dihydroquinoline-1(2H)-carboxylate), TEA. Run in C(Cl)Cl (DCM), C(Cl)Cl (DCM). Reaction conditions: temperature 0 celsius, time 1.5 hour. Yields the product COC(=O)C1=C(C=CC(=N1)C1=CC=C2CCCN(C2=C1)C(=O)OC(C)(C)C)OS(=O)(=O)C(F)(F)F (tert-butyl 7-(6-(methoxycarbonyl)-5-(trifluoromethylsulfonyloxy)pyridin-2-yl)-3,4-dihydroquinoline-1(2H)-carboxylate). RXN SMILES: [F:1][C:2]([F:15])([F:14])[S:3]([O:6]S(C(F)(F)F)(=O)=O)(=[O:5])=[O:4].O[C:17]1[CH:18]=[CH:19][C:20]([C:27]2[CH:36]=[C:35]3[C:30]([CH2:31][CH2:32][CH2:33][N:34]3[C:37]([O:39][C:40]([CH3:43])([CH3:42])[CH3:41])=[O:38])=[CH:29][CH:28]=2)=[N:21][C:22]=1[C:23]([O:25][CH3:26])=[O:24]>C(Cl)Cl>[CH3:26][O:25][C:23]([C:22]1[N:21]=[C:20]([C:27]2[CH:36]=[C:35]3[C:30]([CH2:31][CH2:32][CH2:33][N:34]3[C:37]([O:39][C:40]([CH3:43])([CH3:42])[CH3:41])=[O:38])=[CH:29][CH:28]=2)[CH:19]=[CH:18][C:17]=1[O:6][S:3]([C:2]([F:15])([F:14])[F:1])(=[O:5])=[O:4])=[O:24]. Reported procedure: Trifluoromethanesulfonic anhydride (1.93 g, 6.86 mmol) was added dropwise to tert-butyl 7-(5-hydroxy-6-(methoxycarbonyl)pyridin-2-yl)-3,4-dihydroquinoline-1(2H)-carboxylate (29D) (2.40 g, 6.23 mmol) and TEA (0.95 g, 9.35 mmol) in anhydrous DCM (25 mL) at 0° C. The reaction mixture was stirred at 0° C. for 1.5 hours, diluted with DCM, washed with 10% citric acid, dried over MgSO4, filtered, and concentrated under reduced pressure. The crude material was purified by column chromatography on silica... The reactants are ClC(Cl)(Cl)Cl, ClCCl, c1ccc(P(c2ccccc2)c2ccccc2)cc1, S=C(Nc1ccccc1)Nc1ccccc1. Product: C(=Nc1ccccc1)=Nc1ccccc1. RXN SMILES: [C:36]([Cl:37])([Cl:38])([Cl:39])[Cl:40].[CH2:41]([Cl:42])[Cl:43].[c:17]1([P:18]([c:19]2[cH:20][cH:21][cH:22][cH:23][cH:24]2)[c:25]2[cH:26][cH:27][cH:28][cH:29][cH:30]2)[cH:31][cH:32][cH:33][cH:34][cH:35]1.[c:1]1([NH:7][C:8](=[S:9])[NH:10][c:11]2[cH:12][cH:13][cH:14][cH:15][cH:16]2)[cH:2][cH:3][cH:4][cH:5][cH:6]1>>[c:1]1([N:7]=[C:8]=[N:10][c:11]2[cH:12][cH:13][cH:14][cH:15][cH:16]2)[cH:2][cH:3][cH:4][cH:5][cH:6]1.